This data is from the Open Reaction Database (ORD), a public repository of structured organic reaction records. The task is: describe an organic reaction: reactants, conditions, products, and yield Starting materials: N#Cc1cc(C(=O)O)cc(C(F)(F)F)c1, CNOC, CCN(C(C)C)C(C)C, Cl, C1CCOC1. Product: CON(C)C(=O)c1cc(C#N)cc(C(F)(F)F)c1. RXN SMILES: [C:1](#[N:2])[c:3]1[cH:4][c:5]([C:6](=[O:7])[OH:8])[cH:9][c:10]([C:12]([F:13])([F:14])[F:15])[cH:11]1.[CH3:17][NH:18][O:19][CH3:20].[CH:21]([N:22]([CH2:23][CH3:24])[CH:25]([CH3:26])[CH3:27])([CH3:28])[CH3:29].[ClH:16].[O:30]1[CH2:31][CH2:32][CH2:33][CH2:34]1>>[C:1](#[N:2])[c:3]1[cH:4][c:5]([C:6](=[O:7])[N:18]([CH3:17])[O:19][CH3:20])[cH:9][c:10]([C:12]([F:13])([F:14])[F:15])[cH:11]1. The reactants are C1CCOC1, Clc1ccccc1-n1ncc2c(Cl)ncnc21, [H-], [Na+], CN(C)C=O, O=C1NCCC1O. The product is O=C1NCCC1Oc1ncnc2c1cnn2-c1ccccc1Cl. As a reaction SMILES: [CH2:27]1[O:28][CH2:29][CH2:30][CH2:31]1.[Cl:10][c:11]1[c:12]2[c:13]([n:14][cH:15][n:16]1)[n:17](-[c:20]1[c:21]([Cl:26])[cH:22][cH:23][cH:24][cH:25]1)[n:18][cH:19]2.[H-:1].[Na+:2].[O:32]=[CH:33][N:34]([CH3:35])[CH3:36].[OH:3][CH:4]1[C:5](=[O:9])[NH:6][CH2:7][CH2:8]1>>[O:3]([CH:4]1[C:5](=[O:9])[NH:6][CH2:7][CH2:8]1)[c:11]1[c:12]2[c:13]([n:14][cH:15][n:16]1)[n:17](-[c:20]1[c:21]([Cl:26])[cH:22][cH:23][cH:24][cH:25]1)[n:18][cH:19]2. Starting materials: O (water), [H-].[Na+] (Sodium hydride), ClC1=C(C=CC=C1)N1C(NC2=NC(=NC=C2C1)N[C@@H]1CC[C@H](CC1)O[Si](C)(C)C(C)(C)C)=O (3-(2-chlorophenyl)-7-(trans-4-tert-butyldimethylsilyloxycyclohexyl-amino)-3,4-dihydropyrimido[4,5-d]pyrimidin-2(1H)-one), C(C1=CC=CC=C1)Br (benzyl bromide). Run in CN1C(CCC1)=O (1-methyl-2-pyrrolidinone). Conditions: time 25 minute. The product is C(C1=CC=CC=C1)N1C(N(CC=2C1=NC(=NC2)N[C@@H]2CC[C@H](CC2)O[Si](C)(C)C(C)(C)C)C2=C(C=CC=C2)Cl)=O (1-benzyl-3-(2-chlorophenyl)-7-(trans4-tert-butyldimethylsilyloxycyclohexylamino)-3,4-dihydropyrimido[4,5-d]pyrimidin-2(1H)-one). Reaction SMILES: [H-].[Na+].[Cl:3][C:4]1[CH:9]=[CH:8][CH:7]=[CH:6][C:5]=1[N:10]1[CH2:19][C:18]2[C:13](=[N:14][C:15]([NH:20][C@H:21]3[CH2:26][CH2:25][C@H:24]([O:27][Si:28]([C:31]([CH3:34])([CH3:33])[CH3:32])([CH3:30])[CH3:29])[CH2:23][CH2:22]3)=[N:16][CH:17]=2)[NH:12][C:11]1=[O:35].[CH2:36](Br)[C:37]1[CH:42]=[CH:41][CH:40]=[CH:39][CH:38]=1.O>CN1CCCC1=O>[CH2:36]([N:12]1[C:13]2=[N:14][C:15]([NH:20][C@H:21]3[CH2:22][CH2:23][C@H:24]([O:27][Si:28]([C:31]([CH3:32])([CH3:34])[CH3:33])([CH3:29])[CH3:30])[CH2:25][CH2:26]3)=[N:16][CH:17]=[C:18]2[CH2:19][N:10]([C:5]2[CH:6]=[CH:7][CH:8]=[CH:9][C:4]=2[Cl:3])[C:11]1=[O:35])[C:37]1[CH:42]=[CH:41][CH:40]=[CH:39][CH:38]=1 |f:0.1|. Procedure details: Sodium hydride (44 mg, 1.1 mmol (60% oil dispersion)) was added to a suspension of 3-(2-chlorophenyl)-7-(trans-4-tert-butyldimethylsilyloxycyclohexyl-amino)-3,4-dihydropyrimido[4,5-d]pyrimidin-2(1H)-one (486 mg, 1 mmol) in 1-methyl-2-pyrrolidinone, and was stirred at room temperature for 25 minutes. To this solution was added benzyl bromide (0.12 mL 1 mmol) and stirred at room temperature for 4 hours. The reaction mixture was added to water and extracted with ethyl acetate. The layers were separ... The reactants are N(=O)O[O-] (peroxynitrite), N(=O)[O-].[Na+] (sodium nitrite), OO (hydrogen peroxide), ( 17 ), N(=O)O[O-] (peroxynitrite). The solvent is [OH-].[Na+] (NaOH). The product is N(=O)O[O-] (Peroxynitrite), OO (H2O2), N(=O)[O-] (nitrite). As a reaction SMILES: [N:1]([O-:3])=[O:2].[Na+].[OH:5][OH:6].[N:7]([O:9][O-:10])=[O:8]>[OH-].[Na+]>[N:7]([O:9][O-:10])=[O:8].[OH:5][OH:6].[N:1]([O-:3])=[O:2] |f:0.1,4.5|. Procedure: Peroxynitrite was prepared as described previously (17). Briefly, an aqueous solution of 0.6 M sodium nitrite was rapidly mixed with an equal volume of 0.7 M hydrogen peroxide containing 0.6 M HCl and immediately quenched with the same volume of 1.5 M NaOH. All reaction solutions were kept on ice. The concentration of peroxynitrite was determined spectrally in 0.1 M NaOH (ε302 nm=1,670 M−1cm−1) (18). The concentration of freshly synthesized peroxynitrite solutions was typically 150 mM 180 mM (75... Reaction SMILES: Cl[S:2]([C:5]1[S:9][C:8]([C:10]2[CH:15]=[CH:14][C:13]([CH:16]([CH3:18])[CH3:17])=[CH:12][CH:11]=2)=[CH:7][CH:6]=1)(=[O:4])=[O:3].[NH2:19][C:20]1[O:24][N:23]=[C:22]([CH3:25])[C:21]=1[Br:26]>CO.C(Cl)(Cl)Cl>[Br:26][C:21]1[C:22]([CH3:25])=[N:23][O:24][C:20]=1[NH:19][S:2]([C:5]1[S:9][C:8]([C:10]2[CH:15]=[CH:14][C:13]([CH:16]([CH3:18])[CH3:17])=[CH:12][CH:11]=2)=[CH:7][CH:6]=1)(=[O:4])=[O:3] |f:2.3|. The solvent is CO.C(Cl)(Cl)Cl (MeOH CHCl3). Product: BrC=1C(=NOC1NS(=O)(=O)C=1SC(=CC1)C1=CC=C(C=C1)C(C)C)C (N-(4-bromo-3-methyl-5-isoxazolyl)-5-(4-isopropylphenyl)thiophene-2-sulfonamide). Reactants: ClS(=O)(=O)C1=CC=C(S1)C1=CC=C(C=C1)C(C)C (5-chlorosulfonyl-2-(4-isopropylphenyl)thiophene), NC1=C(C(=NO1)C)Br (5-amino-4-bromo-3-methylisoxazole), solid. Procedure details: N-(4-bromo-3-methyl-5-isoxazolyl)-5-(4-isopropylphenyl)thiophene-2-sulfonamide was prepared in the same manner as described in Example 2. Reaction of 5-chlorosulfonyl-2-(4-isopropylphenyl)thiophene (260 mg, 0.87 mmol) with 5-amino-4-bromo-3-methylisoxazole (161 mg, 0.91 mmol) yielded after flash chromatography using 10% MeOH/CHCl3 a pale brown solid (265 mg) which was further purified using preparative HPLC to give the pure sulfonamide as a light tan colored solid, m.p. 114-116° C. Starting materials: N1(CCCCC1)C(=O)OC(C)(C)C (1,1-dimethylethyl piperidine-1-carboxylate), CN(CCN(C)C)C (N,N,N′,N′-tetramethylethane-1,2-diamine), CC(C[Li])C ((2-methylpropyl)lithium), O=C1CN(C1)C(=O)OCC1=CC=CC=C1 (phenylmethyl 3-oxoazetidine-1-carboxylate). Solvent: C(C)OCC (diethyl ether), CCOCC (ether). Conditions: temperature -78 celsius, time 8 hour. Product: hexanes ethyl acetate, OC1(CN(C1)C(=O)OCC1=CC=CC=C1)C1N(CCCC1)C(=O)OC(C)(C)C (1,1-dimethylethyl 2-(3-hydroxy-1-{[(phenylmethyl)oxy]carbonyl}azetidin-3-yl)piperidine-1-carboxylate). The yield is 12.3%. As a reaction SMILES: [N:1]1([C:7]([O:9][C:10]([CH3:13])([CH3:12])[CH3:11])=[O:8])[CH2:6][CH2:5][CH2:4][CH2:3][CH2:2]1.CN(C)CCN(C)C.CC(C)C[Li].[O:27]=[C:28]1[CH2:31][N:30]([C:32]([O:34][CH2:35][C:36]2[CH:41]=[CH:40][CH:39]=[CH:38][CH:37]=2)=[O:33])[CH2:29]1>C(OCC)C>[OH:27][C:28]1([CH:2]2[CH2:3][CH2:4][CH2:5][CH2:6][N:1]2[C:7]([O:9][C:10]([CH3:13])([CH3:12])[CH3:11])=[O:8])[CH2:29][N:30]([C:32]([O:34][CH2:35][C:36]2[CH:41]=[CH:40][CH:39]=[CH:38][CH:37]=2)=[O:33])[CH2:31]1. Reported procedure: To a solution of 1,1-dimethylethyl piperidine-1-carboxylate (0.50 g, 2.7 mmol) in anhydrous diethyl ether (9.0 mL) under anhydrous nitrogen gas was added N,N,N′,N′-tetramethylethane-1,2-diamine (0.41 mL, 2.7 mmol), and the solution was cooled to −78° C. To this solution was added (2-methylpropyl)lithium (2.1 mL, 1.4 M in cyclohexane, 3.0 mmol) in small portions. To this anion solution was added phenylmethyl 3-oxoazetidine-1-carboxylate (1.0 g, 5.4 mmol), prepared using procedures as described in... Reactants: ClC=1C=C(C=C(C1)Cl)C1(CC(=NO1)C1=CC=C(C2=CC=CC=C12)C(=O)NCCS(=O)(=NC(C(F)(F)F)=O)C)C(F)(F)F (4-[5-(3,5-dichlorophenyl)-4,5-dihydro-5-(trifluoromethyl)-3-isoxazolyl]-N-[2-[S-methyl-N-(2,2,2-trifluoroacetyl)sulfonimidoyl]ethyl]-1-naphthalene-carboxamide), C([O-])([O-])=O.[K+].[K+] (potassium carbonate). Solvent: CO (methanol). The product is ClC=1C=C(C=C(C1)Cl)C1(CC(=NO1)C1=CC=C(C2=CC=CC=C12)C(=O)NCCS(=O)(=N)C)C(F)(F)F (4-[5-(3,5-dichlorophenyl)-4,5-dihydro-5-(trifluoromethyl)-3-isoxazolyl]-N-[2-(S-methylsulfonimidoyl)ethyl]-1-naphthalene carboxamide). Reaction SMILES: [Cl:1][C:2]1[CH:3]=[C:4]([C:9]2([C:39]([F:42])([F:41])[F:40])[O:13][N:12]=[C:11]([C:14]3[C:23]4[C:18](=[CH:19][CH:20]=[CH:21][CH:22]=4)[C:17]([C:24]([NH:26][CH2:27][CH2:28][S:29]([CH3:38])(=[N:31]C(=O)C(F)(F)F)=[O:30])=[O:25])=[CH:16][CH:15]=3)[CH2:10]2)[CH:5]=[C:6]([Cl:8])[CH:7]=1.C(=O)([O-])[O-].[K+].[K+]>CO>[Cl:8][C:6]1[CH:5]=[C:4]([C:9]2([C:39]([F:40])([F:42])[F:41])[O:13][N:12]=[C:11]([C:14]3[C:23]4[C:18](=[CH:19][CH:20]=[CH:21][CH:22]=4)[C:17]([C:24]([NH:26][CH2:27][CH2:28][S:29]([CH3:38])(=[NH:31])=[O:30])=[O:25])=[CH:16][CH:15]=3)[CH2:10]2)[CH:3]=[C:2]([Cl:1])[CH:7]=1 |f:1.2.3|. Reported procedure: To a stirred solution of 4-[5-(3,5-dichlorophenyl)-4,5-dihydro-5-(trifluoromethyl)-3-isoxazolyl]-N-[2-[S-methyl-N-(2,2,2-trifluoroacetyl)sulfonimidoyl]ethyl]-1-naphthalene-carboxamide (i.e. the title compound of Example 3) (60 mg) in methanol (4 mL) was added potassium carbonate (230 mg) at room temperature. After stirring for 30 minutes at room temperature, the reaction mixture was filtered through a short pad of silical gel and rinsed with ethyl acetate. After concentration, the residue was pu... Reactants: BrCC1=CC2=CC=CC=C2C=C1 (2-(bromomethyl)naphthalene), COC=1C=C2C=C(N=C(C2=CC1OC)C)O (6,7-dimethoxy-1-methylisoquinolin-3-ol), COC=1C=C2C=C(N=C(C2=CC1OC)C)O (6,7-Dimethoxy-1-methylisoquinolin-3-ol), [OH-].[K+] (KOH). Run in O (H2O), C(Cl)Cl (CH2Cl2), C1(=CC=CC=C1)C (toluene). Run at temperature 110 celsius, time 15 minute. Yields the product COC=1C=C2C(=C(N=C(C2=CC1OC)C)O)CC1=CC2=CC=CC=C2C=C1 (6,7-dimethoxy-1-methyl-4-(naphthalen-2-ylmethyl)isoquinolin-3-ol). Reaction SMILES: [CH3:1][O:2][C:3]1[CH:4]=[C:5]2[C:10](=[CH:11][C:12]=1[O:13][CH3:14])[C:9]([CH3:15])=[N:8][C:7]([OH:16])=[CH:6]2.[OH-].[K+].Br[CH2:20][C:21]1[CH:30]=[CH:29][C:28]2[C:23](=[CH:24][CH:25]=[CH:26][CH:27]=2)[CH:22]=1>C1(C)C=CC=CC=1.O.C(Cl)Cl>[CH3:1][O:2][C:3]1[CH:4]=[C:5]2[C:10](=[CH:11][C:12]=1[O:13][CH3:14])[C:9]([CH3:15])=[N:8][C:7]([OH:16])=[C:6]2[CH2:20][C:21]1[CH:30]=[CH:29][C:28]2[C:23](=[CH:24][CH:25]=[CH:26][CH:27]=2)[CH:22]=1 |f:1.2|. Procedure: To a solution of 6,7-dimethoxy-1-methylisoquinolin-3-ol CCH 18060 (232 mg, 1.06 mmol) in toluene (4.5 mL) in a 10 mL microwave vial equipped with a magnetic stirrer was added a 2 N aq. KOH solution (0.55 mL, 1.10 mmol) at RT followed by 2-(bromomethyl)naphthalene (252 mg, 1.14 mmol) and the mixture was stirred at 110° C. for 15 min under microwave irradiation. After cooling to RT, the mixture was diluted with H2O (5 mL) before extraction with CH2Cl2 (50 mL). The organic layer was washed with bri... Reactants: C(#CCCCCCC)O (octyn-1-ol), solution, C(CCC)[Li] (butyl lithium), C(C)OCC (diethyl ether), CS(=O)(=O)Cl (methanesulphonyl chloride), C(C)OCC (diethyl ether), O (water). Solvent: CCCCCC (hexane). Reaction conditions: temperature 0 celsius, time 30 minute. Yields the product O1C(CCCC1)OCCCCCC#CCOS(=O)(=O)C (8-(tetrahydropyran-2-yloxy)-1-methanesulphonyloxy-2-octyne). Reaction SMILES: [C:1]([OH:9])#[C:2][CH2:3][CH2:4][CH2:5][CH2:6][CH2:7][CH3:8].[CH2:10]([Li])[CH2:11][CH2:12][CH3:13].[CH3:15][S:16](Cl)(=[O:18])=[O:17].[OH2:20].C([O:23][CH2:24]C)C>CCCCCC>[O:23]1[CH2:24][CH2:13][CH2:12][CH2:11][CH:10]1[O:9][CH2:1][CH2:2][CH2:3][CH2:4][CH2:5][C:6]#[C:7][CH2:8][O:17][S:16]([CH3:15])(=[O:18])=[O:20]. Procedure: Under an atmosphere of nitrogen, a solution of 4.2 g of the octyn-1-ol compound (prepared as described above) in 10 ml of diethyl ether was added dropwise to 12.8 ml of an 1.45 M solution of butyl lithium in hexane at 0° C., the mixture was stirred at 0° C. for 30 minutes. To the solution was added dropwise a solution of 1.58 ml of methanesulphonyl chloride in 7 ml of diethyl ether, then stirred at 0° C. for 3 hours. The mixture was poured into cold water, extracted with diethyl ether, the extra... Reported procedure: A mixture of methyl 3-bromo-5-(methylsulfonyl)benzoate (1.0 g, 3.4 mmol), 5-methyl-2-(tributylstannyl)pyridine (1.2 mL, 3.5 mmol), tetrakis(triphenylphosphine)palladium(0) (200 mg, 0.17 mmol), and toluene (10 mL) under argon was subjected to microwave irradiation at 120° C. for 2 hours. The mixture was cooled to room temperature. The precipitate was collected by filtration and rinsed with hexane to afford the title compound as a light brown solid (432 mg). The filtrate was concentrated and the r... As a reaction SMILES: Br[C:2]1[CH:3]=[C:4]([CH:9]=[C:10]([S:12]([CH3:15])(=[O:14])=[O:13])[CH:11]=1)[C:5]([O:7][CH3:8])=[O:6].[CH3:16][C:17]1[CH:18]=[CH:19][C:20]([Sn](CCCC)(CCCC)CCCC)=[N:21][CH:22]=1>C1C=CC([P]([Pd]([P](C2C=CC=CC=2)(C2C=CC=CC=2)C2C=CC=CC=2)([P](C2C=CC=CC=2)(C2C=CC=CC=2)C2C=CC=CC=2)[P](C2C=CC=CC=2)(C2C=CC=CC=2)C2C=CC=CC=2)(C2C=CC=CC=2)C2C=CC=CC=2)=CC=1.C1(C)C=CC=CC=1>[CH3:16][C:17]1[CH:18]=[CH:19][C:20]([C:2]2[CH:3]=[C:4]([CH:9]=[C:10]([S:12]([CH3:15])(=[O:14])=[O:13])[CH:11]=2)[C:5]([O:7][CH3:8])=[O:6])=[N:21][CH:22]=1 |^1:39,41,60,79|. Isolated yield 41.6%. Yields the product CC=1C=CC(=NC1)C=1C=C(C(=O)OC)C=C(C1)S(=O)(=O)C (Methyl 3-(5-methylpyridin-2-yl)-5-(methylsulfonyl)benzoate). Starting materials: BrC=1C=C(C(=O)OC)C=C(C1)S(=O)(=O)C (methyl 3-bromo-5-(methylsulfonyl)benzoate), CC=1C=CC(=NC1)[Sn](CCCC)(CCCC)CCCC (5-methyl-2-(tributylstannyl)pyridine). Solvent: C1(=CC=CC=C1)C (toluene). Reagents/catalysts: C=1C=CC(=CC1)[P](C=2C=CC=CC2)(C=3C=CC=CC3)[Pd]([P](C=4C=CC=CC4)(C=5C=CC=CC5)C=6C=CC=CC6)([P](C=7C=CC=CC7)(C=8C=CC=CC8)C=9C=CC=CC9)[P](C=1C=CC=CC1)(C=1C=CC=CC1)C=1C=CC=CC1 (tetrakis(triphenylphosphine)palladium(0)).